From a dataset of the Open Reaction Database (ORD), a public repository of structured organic reaction records. describe an organic reaction: reactants, conditions, products, and yield Reactants: ClC=1C=CC(=NC1)C(=O)O (5-chloro-pyridine-2-carboxylic acid), C(C)(C)N1CCC(CC1)NS(=O)(=O)CCN (2-amino-ethanesulfonic acid (1-isopropyl-piperidin-4-yl)-amide). Product: C(C)(C)N1CCC(CC1)NS(=O)(=O)CCNC(=O)C1=NC=C(C=C1)Cl (5-Chloro-pyridine-2-carboxylic acid[2-(1-isopropyl-piperidin-4-ylsulfamoyl)-ethyl]-amide), C(C)(C)N1CCC(CC1)[S+]=CCNC(=O)C1=NC=C(C=C1)Cl (5-chloro-pyridine-2-carboxylic acid [2-(1-isopropyl-piperidin-4-ylsulfamo-yl)-ethyl]-amide). As a reaction SMILES: [Cl:1][C:2]1[CH:3]=[CH:4][C:5]([C:8]([OH:10])=O)=[N:6][CH:7]=1.[CH:11]([N:14]1[CH2:19][CH2:18][CH:17]([NH:20][S:21]([CH2:24][CH2:25][NH2:26])(=[O:23])=[O:22])[CH2:16][CH2:15]1)([CH3:13])[CH3:12]>>[CH:11]([N:14]1[CH2:19][CH2:18][CH:17]([NH:20][S:21]([CH2:24][CH2:25][NH:26][C:8]([C:5]2[CH:4]=[CH:3][C:2]([Cl:1])=[CH:7][N:6]=2)=[O:10])(=[O:22])=[O:23])[CH2:16][CH2:15]1)([CH3:13])[CH3:12].[CH:11]([N:14]1[CH2:15][CH2:16][CH:17]([S+:21]=[CH:24][CH2:25][NH:26][C:8]([C:5]2[CH:4]=[CH:3][C:2]([Cl:1])=[CH:7][N:6]=2)=[O:10])[CH2:18][CH2:19]1)([CH3:12])[CH3:13]. Procedure details: 5-Chloro-pyridine-2-carboxylic acid[2-(1-isopropyl-piperidin-4-ylsulfamoyl)-ethyl]-amide was prepared by an analogous procedure as described in example 9 starting from 104 mg (1.1 equiv.) 5-chloro-pyridine-2-carboxylic acid and 150 mg (0.60 mmol) 2-amino-ethanesulfonic acid (1-isopropyl-piperidin-4-yl)-amide. Final purification by preparative RP-HPLC (CH3CN/H2O gradient+0.1% TFA) gave pure 5-chloro-pyridine-2-carboxylic acid [2-(1-isopropyl-piperidin-4-ylsulfamo-yl)-ethyl]-amide. The title compo... Reactants: [BH3-]C#N, O=C([O-])O, C1CCNCC1, CC(=O)O, CCO, Cc1c(Nc2c(C#N)cncc2-c2cc3cc(C=O)ccc3s2)ccc2[nH]ccc12, ClCCl, [K+], [Na+]. Product: Cc1c(Nc2c(C#N)cncc2-c2cc3cc(CN4CCCCC4)ccc3s2)ccc2[nH]ccc12. Reaction SMILES: [C:1]([BH3-:2])#[N:3].[C:45](=[O:46])([OH:47])[O-:48].[CH2:35]1[CH2:36][CH2:37][NH:38][CH2:39][CH2:40]1.[CH3:41][C:42](=[O:43])[OH:44].[CH3:50][CH2:51][OH:52].[CH:5](=[O:6])[c:7]1[cH:8][cH:9][c:10]2[c:11]([cH:12][c:13](-[c:15]3[cH:16][n:17][cH:18][c:19]([C:20]#[N:21])[c:22]3[NH:23][c:24]3[c:25]([CH3:33])[c:26]4[cH:27][cH:28][nH:29][c:30]4[cH:31][cH:32]3)[s:14]2)[cH:34]1.[Cl:53][CH2:54][Cl:55].[K+:49].[Na+:4]>>[CH2:5]([c:7]1[cH:8][cH:9][c:10]2[c:11]([cH:12][c:13](-[c:15]3[cH:16][n:17][cH:18][c:19]([C:20]#[N:21])[c:22]3[NH:23][c:24]3[c:25]([CH3:33])[c:26]4[cH:27][cH:28][nH:29][c:30]4[cH:31][cH:32]3)[s:14]2)[cH:34]1)[N:38]1[CH2:37][CH2:36][CH2:35][CH2:40][CH2:39]1.